Dataset: the Open Reaction Database (ORD), a public repository of structured organic reaction records. Task: describe an organic reaction: reactants, conditions, products, and yield Reactants: BrP(Br)(c1ccccc1)(c1ccccc1)c1ccccc1, OCc1cncc(Br)c1, CC#N, c1ccncc1. Product: BrCc1cncc(Br)c1. RXN SMILES: [Br:16][P:17]([Br:18])([c:19]1[cH:20][cH:21][cH:22][cH:23][cH:24]1)([c:25]1[cH:26][cH:27][cH:28][cH:29][cH:30]1)[c:31]1[cH:32][cH:33][cH:34][cH:35][cH:36]1.[Br:1][c:2]1[cH:3][n:4][cH:5][c:6]([CH2:8][OH:9])[cH:7]1.[CH3:37][C:38]#[N:39].[cH:10]1[cH:11][cH:12][n:13][cH:14][cH:15]1>>[Br:1][c:2]1[cH:3][n:4][cH:5][c:6]([CH2:8][Br:16])[cH:7]1. Run at time 4 hour. Procedure details: A mixture of 145 mg (0.48 mmol) of compound 12 and 0.5 ml of a suspension of adenosine deaminase in 100 ml 0.05 M phosphate buffer, pH 7.5, was incubated for 4 hours at 30° C. The reaction mixture was concentrated to about 15 ml and the precipitate filtered off. Recrystallization from water provided 50 mg analytically pure compound 13. The filtrates were placed onto an XAD column (25×2 cm), which was eluted with water followed by MeOH-water (3:1). Evaporation gave an extra 70 mg of compound 13 a... Product: N1C(N)=NC=2N(C=NC2C1=O)[C@@H]1CO[C@@H]([C@H](C1)O)CO (1,5-Anhydro-2-(guanin-9-yl)-2,3-dideoxy-D-arabinohexitol). The reactants are NC1=NC(=C2N=CN(C2=N1)[C@@H]1CO[C@@H]([C@H](C1)O)CO)Cl (1,5-Anhydro-2-(2-amino-6-chloropurin-9-yl)-2,3-dideoxy-D-arabinohexitol), suspension, [C@@H]1([C@H](O)[C@H](O)[C@@H](CO)O1)N1C=NC=2C(N)=NC=NC12 (adenosine). Run in P(=O)([O-])([O-])[O-] (phosphate). As a reaction SMILES: [NH2:1][C:2]1[N:10]=[C:9]2[C:5]([N:6]=[CH:7][N:8]2[C@H:11]2[CH2:16][C@H:15]([OH:17])[C@@H:14]([CH2:18][OH:19])[O:13][CH2:12]2)=[C:4](Cl)[N:3]=1.[C@@H]1(N2C3N=CN=C(N)C=3N=C2)O[C@H](CO)[C@@H](O)[C@H]1[OH:23]>P([O-])([O-])([O-])=O>[NH:3]1[C:4](=[O:23])[C:5]2[N:6]=[CH:7][N:8]([C@H:11]3[CH2:16][C@H:15]([OH:17])[C@@H:14]([CH2:18][OH:19])[O:13][CH2:12]3)[C:9]=2[N:10]=[C:2]1[NH2:1]. Reactants: Cl, NNC(=O)c1cc2cc(F)ccc2cn1, O=N[O-], [Na+], O. Yields the product [N-]=[N+]=NC(=O)c1cc2cc(F)ccc2cn1. Reaction SMILES: [ClH:20].[F:1][c:2]1[cH:3][c:4]2[cH:5][c:6]([C:12](=[O:13])[NH:14][NH2:15])[n:7][cH:8][c:9]2[cH:10][cH:11]1.[N:16]([O-:17])=[O:18].[Na+:19].[OH2:21]>>[F:1][c:2]1[cH:3][c:4]2[cH:5][c:6]([C:12](=[O:13])[N:14]=[N+:15]=[N-:16])[n:7][cH:8][c:9]2[cH:10][cH:11]1. Starting materials: FC1=CC=C2C(=CNC2=C1CSC)C(CCC#N)C1=CC=C(C=C1)C(F)(F)F (4-{6-Fluoro-7-[(methylsulfanyl)methyl]-1H-indol-3-yl}-4-[4-(trifluoromethyl)phenyl]butanonitrile), ClC1=CC=C(C=C1)C(CCC#N)C1=CNC2=C(C(=CC=C12)F)CS(=O)C (4-(4-Chlorophenyl)-4-{6-fluoro-7-[(methylsulfinyl)methyl]-1H-indol-3-yl}butanonitrile). Yields the product FC1=CC=C2C(=CNC2=C1CS(=O)C)C(CCC#N)C1=CC=C(C=C1)C(F)(F)F (4-{6-Fluoro-7-[(methylsulfinyl)methyl]-1H-indol-3-yl}-4-[4-(trifluoromethyl)phenyl]butanonitrile). As a reaction SMILES: [F:1][C:2]1[C:10]([CH2:11][S:12][CH3:13])=[C:9]2[C:5]([C:6]([CH:14]([C:19]3[CH:24]=[CH:23][C:22]([C:25]([F:28])([F:27])[F:26])=[CH:21][CH:20]=3)[CH2:15][CH2:16][C:17]#[N:18])=[CH:7][NH:8]2)=[CH:4][CH:3]=1.ClC1C=CC(C(C2C3C(=C(CS(C)=[O:53])C(F)=CC=3)NC=2)CCC#N)=CC=1>>[F:1][C:2]1[C:10]([CH2:11][S:12]([CH3:13])=[O:53])=[C:9]2[C:5]([C:6]([CH:14]([C:19]3[CH:20]=[CH:21][C:22]([C:25]([F:28])([F:26])[F:27])=[CH:23][CH:24]=3)[CH2:15][CH2:16][C:17]#[N:18])=[CH:7][NH:8]2)=[CH:4][CH:3]=1. Procedure details: The title compound was prepared starting from 557 mg (1.37 mmol) of the compound from Example 51 in analogy to the synthesis of the compound from Example 88. 412 mg (71% of theory) of the target compound were obtained as mixture of diastereomers. The reactants are N1CCCC2=CC=CC=C12 (3,4-dihydro-2H-quinoline), C1C2N(CCN1CCCC(=O)O)CCCC2 (4-(Octahydro-2H-pyrido[1,2-a]pyrazin-2-yl)butyric acid). The product is N1(CCCC2=CC=CC=C12)C(CCCN1CC2N(CC1)CCCC2)=O (2-[4-(3,4-Dihydro-1(2H)-quinolyl)-4-oxobutyl]octahydro-2H-pyrido-[1,2-a]pyrazine). RXN SMILES: [NH:1]1[C:10]2[C:5](=[CH:6][CH:7]=[CH:8][CH:9]=2)[CH2:4][CH2:3][CH2:2]1.[CH2:11]1[N:16]([CH2:17][CH2:18][CH2:19][C:20](O)=[O:21])[CH2:15][CH2:14][N:13]2[CH2:23][CH2:24][CH2:25][CH2:26][CH:12]12>>[N:1]1([C:20](=[O:21])[CH2:19][CH2:18][CH2:17][N:16]2[CH2:15][CH2:14][N:13]3[CH2:23][CH2:24][CH2:25][CH2:26][CH:12]3[CH2:11]2)[C:10]2[C:5](=[CH:6][CH:7]=[CH:8][CH:9]=2)[CH2:4][CH2:3][CH2:2]1. Procedure: The procedure is as for Example 2 using as substrate 3,4-dihydro-2H-quinoline and the compound obtained in Step B of Example 2. Reactants: CS(=O)(=O)Cl, CN(C)c1ccncc1, Cn1cc(C(=O)NCc2ccc(Cl)cc2)c(=O)c2cc(CO)cc(I)c21, CN(C)C=O, O, Cc1cc(C)nc(C)c1. The product is Cn1cc(C(=O)NCc2ccc(Cl)cc2)c(=O)c2cc(CCl)cc(I)c21. Reaction SMILES: [CH3:36][S:37]([Cl:38])(=[O:39])=[O:40].[CH3:42][N:43]([c:44]1[cH:45][cH:46][n:47][cH:48][cH:49]1)[CH3:50].[Cl:1][c:2]1[cH:3][cH:4][c:5]([CH2:6][NH:7][C:8](=[O:9])[c:10]2[cH:11][n:12]([CH3:24])[c:13]3[c:14]([I:23])[cH:15][c:16]([CH2:21][OH:22])[cH:17][c:18]3[c:19]2=[O:20])[cH:25][cH:26]1.[O:51]=[CH:52][N:53]([CH3:54])[CH3:55].[OH2:41].[n:27]1[c:28]([CH3:29])[cH:30][c:31]([CH3:32])[cH:33][c:34]1[CH3:35]>>[Cl:1][c:2]1[cH:3][cH:4][c:5]([CH2:6][NH:7][C:8](=[O:9])[c:10]2[cH:11][n:12]([CH3:24])[c:13]3[c:14]([I:23])[cH:15][c:16]([CH2:21][Cl:38])[cH:17][c:18]3[c:19]2=[O:20])[cH:25][cH:26]1. The reactants are C(CN)N (Ethylenediamine), FC1=NC=CC=C1 (2-fluoropyridine). The product is N1=C(C=CC=C1)NCCN (2-(2-pyridylamino)ethylamine). Reaction SMILES: [CH2:1]([NH2:4])[CH2:2][NH2:3].F[C:6]1[CH:11]=[CH:10][CH:9]=[CH:8][N:7]=1>>[N:7]1[CH:8]=[CH:9][CH:10]=[CH:11][C:6]=1[NH:3][CH2:2][CH2:1][NH2:4]. Procedure: Ethylenediamine (6 g, 0.1 mol) and 2-fluoropyridine (10 g, 0.1 mol) were heated neat at 120° C. overnight. The reaction was cooled and the residue was used in next step without further purification.